This data is from the Open Reaction Database (ORD), a public repository of structured organic reaction records. The task is: describe an organic reaction: reactants, conditions, products, and yield The reactants are CCOC(=O)Cl, CCCCCS(=O)(=O)NC(=O)c1ccc2nc(C)n(Cc3ccc(NC)cc3Cl)c2n1, ClCCl, c1ccncc1. Yields the product CCCCCS(=O)(=O)NC(=O)c1ccc2nc(C)n(Cc3ccc(N(C)C(=O)OCC)cc3Cl)c2n1. As a reaction SMILES: [C:38]([O:39][CH2:40][CH3:41])(=[O:42])[Cl:43].[Cl:1][c:2]1[c:3]([CH2:4][n:5]2[c:6]([CH3:25])[n:7][c:8]3[c:9]2[n:10][c:11]([C:14]([NH:15][S:16](=[O:17])(=[O:18])[CH2:19][CH2:20][CH2:21][CH2:22][CH3:23])=[O:24])[cH:12][cH:13]3)[cH:26][cH:27][c:28]([NH:30][CH3:31])[cH:29]1.[Cl:44][CH2:45][Cl:46].[cH:32]1[cH:33][cH:34][n:35][cH:36][cH:37]1>>[Cl:1][c:2]1[c:3]([CH2:4][n:5]2[c:6]([CH3:25])[n:7][c:8]3[c:9]2[n:10][c:11]([C:14]([NH:15][S:16](=[O:17])(=[O:18])[CH2:19][CH2:20][CH2:21][CH2:22][CH3:23])=[O:24])[cH:12][cH:13]3)[cH:26][cH:27][c:28]([N:30]([CH3:31])[C:38]([O:39][CH2:40][CH3:41])=[O:42])[cH:29]1. The reactants are C(C)OC(C(=O)C1=CC=C(C=C1)F)OCC (2,2-diethoxy-1-(4-fluorophenyl)ethanone), Cl.NNC(=O)N (semicarbazide hydrochloride). Solvent: C(C)O (ethanol). Conditions: time 8 hour. The product is FC1=CC=C(C=C1)C=1C=NC(NN1)=O (6-(4-Fluorophenyl)-1,2,4-triazin-3(2H)-one). Reaction SMILES: C(O[CH:4](OCC)[C:5]([C:7]1[CH:12]=[CH:11][C:10]([F:13])=[CH:9][CH:8]=1)=O)C.Cl.[NH2:18][NH:19][C:20]([NH2:22])=[O:21]>C(O)C>[F:13][C:10]1[CH:9]=[CH:8][C:7]([C:5]2[CH:4]=[N:22][C:20](=[O:21])[NH:19][N:18]=2)=[CH:12][CH:11]=1 |f:1.2|. Procedure details: A mixture of 2,2-diethoxy-1-(4-fluorophenyl)ethanone (5.2 g, 23 mmol), semicarbazide hydrochloride (2.6 g, 24 mmol) in ethanol (50 mL) was stirred overnight at ambient temperature and then heated to 80° C. for 5 hours. The reaction mixture was concentrated and the resulting residue was dissolved in acetic acid (50 mL) which was heated to 130° C. for 6 h. After cooling, the mixture was concentrated under reduced pressure. The residue was triturated with ethyl ether, filtered, and washed with diet... The reactants are O[C@H]1[C@@H](C2=CC=CC=C2C1)NC=1C=2N(C=C(C1)C(=O)O)C(=C(N2)C)C (8-(trans-2,3-dihydro-2-hydroxy-1-indenylamino)-2,3-dimethyl-imidazo[1,2-a]pyridine-6-carboxylic acid), C(O)([O-])=O.[Na+] (sodium hydrogencarbonate), F[B-](F)(F)F.N1(N=NC2=C1C=CC=C2)OC(=[N+](C)C)N(C)C (O-(1H-benzotriazol-1-yl)-N,N,N′,N′-tetramethyluronium tetrafluoroborate), CN (methylamine). Solvent: ClCCl (dichloromethane). Conditions: time 3 day. The product is O[C@H]1[C@@H](C2=CC=CC=C2C1)NC=1C=2N(C=C(C1)C(=O)NC)C(=C(N2)C)C (8-(trans-2,3-Dihydro-2-hydroxy-1-indenylamino)-6-(N-methylamino-carbonyl)-2,3-dimethyl-imidazo[1,2-a]pyridine). Isolated yield 19.0%. RXN SMILES: [OH:1][C@@H:2]1[CH2:10][C:9]2[C:4](=[CH:5][CH:6]=[CH:7][CH:8]=2)[C@H:3]1[NH:11][C:12]1[C:13]2[N:14]([C:21]([CH3:25])=[C:22]([CH3:24])[N:23]=2)[CH:15]=[C:16]([C:18]([OH:20])=O)[CH:17]=1.F[B-](F)(F)F.[N:31]1(OC(N(C)C)=[N+](C)C)[C:35]2C=CC=CC=2N=N1.CN.C(=O)([O-])O.[Na+]>ClCCl>[OH:1][C@@H:2]1[CH2:10][C:9]2[C:4](=[CH:5][CH:6]=[CH:7][CH:8]=2)[C@H:3]1[NH:11][C:12]1[C:13]2[N:14]([C:21]([CH3:25])=[C:22]([CH3:24])[N:23]=2)[CH:15]=[C:16]([C:18]([NH:31][CH3:35])=[O:20])[CH:17]=1 |f:1.2,4.5|. Reported procedure: 1.0 g (3.0 mmol) 8-(trans-2,3-dihydro-2-hydroxy-1-indenylamino)-2,3-dimethyl-imidazo[1,2-a]pyridine-6-carboxylic acid and 1.2 g (3.9 mmol) O-(1H-benzotriazol-1-yl)-N,N,N′,N′-tetramethyluronium tetrafluoroborate (TBTU) are suspended in 50 ml dichloromethane and 0.74 ml (6.0 mmol) methylamine (8 M in ethanol) are added to the reaction mixture. After stirring for 3 d at room temperature, the reaction mixture is hydrolyzed with saturated aqueous sodium hydrogencarbonate and extracted with ethyl acet... Reactants: C(C)OC(C(CC(C)C)C=1C=C(C=C(C1)C1CCN(CC1)CC=CC(C)C)C1=CC=C(C=C1)C(F)(F)F)=O (4-methyl-2-{5-[1-(4-methyl-pent-2-enyl)-piperidin-4-yl]-4′-trifluoromethyl-biphenyl-3-yl}-pentanoic acid ethyl ester), methyl ester. Run in CO (MeOH). Conditions: time 4 hour. The product is C(C)OC(C(CC(C)C)C=1C=C(C=C(C1)C1CCN(CC1)CCCC(C)C)C1=CC=C(C=C1)C(F)(F)F)=O (4-methyl-2-{5-[1-(4-methyl-pentyl)-piperidin-4-yl]-4′-trifluoromethyl-biphenyl-3-yl}-pentanoic acid ethyl ester), methyl ester. RXN SMILES: [CH2:1]([O:3][C:4](=[O:38])[CH:5]([C:10]1[CH:11]=[C:12]([C:28]2[CH:33]=[CH:32][C:31]([C:34]([F:37])([F:36])[F:35])=[CH:30][CH:29]=2)[CH:13]=[C:14]([CH:16]2[CH2:21][CH2:20][N:19]([CH2:22][CH:23]=[CH:24][CH:25]([CH3:27])[CH3:26])[CH2:18][CH2:17]2)[CH:15]=1)[CH2:6][CH:7]([CH3:9])[CH3:8])[CH3:2]>CO>[CH2:1]([O:3][C:4](=[O:38])[CH:5]([C:10]1[CH:11]=[C:12]([C:28]2[CH:29]=[CH:30][C:31]([C:34]([F:35])([F:36])[F:37])=[CH:32][CH:33]=2)[CH:13]=[C:14]([CH:16]2[CH2:17][CH2:18][N:19]([CH2:22][CH2:23][CH2:24][CH:25]([CH3:27])[CH3:26])[CH2:20][CH2:21]2)[CH:15]=1)[CH2:6][CH:7]([CH3:9])[CH3:8])[CH3:2]. Procedure details: A solution of a mixture of 4-methyl-2-{5-[1-(4-methyl-pent-2-enyl)-piperidin-4-yl]-4′-trifluoromethyl-biphenyl-3-yl}-pentanoic acid ethyl ester and methyl ester (69a) (25 mg, 0.05 mmol) in MeOH (2.0 mL) was flushed with N2. To this was added 10% Pd/C (5 mg). The suspension was hydrogenated at 20 psi for 4 h at room temperature. It was filtered through celite and the solid was washed with EtOAc. The filtrate was dried (MgSO4) and concentrated in vacuo to obtain 4-methyl-2-{5-[1-(4-methyl-pentyl)-... Starting materials: CC(C)N(C)CC=CC(=O)O, Clc1ccc(Nc2ncnc3sc4c(c23)CNCC4)cc1Cl, Cl. The product is CC(C)N(C)CC=CC(=O)N1CCc2sc3ncnc(Nc4ccc(Cl)c(Cl)c4)c3c2C1. RXN SMILES: [CH3:24][N:25]([CH2:26][CH:27]=[CH:28][C:29](=[O:30])[OH:31])[CH:32]([CH3:33])[CH3:34].[Cl:1][c:2]1[cH:3][c:4]([NH:9][c:10]2[c:11]3[c:12]([n:13][cH:14][n:15]2)[s:16][c:17]2[c:18]3[CH2:19][NH:20][CH2:21][CH2:22]2)[cH:5][cH:6][c:7]1[Cl:8].[ClH:23]>>[Cl:1][c:2]1[cH:3][c:4]([NH:9][c:10]2[c:11]3[c:12]([n:13][cH:14][n:15]2)[s:16][c:17]2[c:18]3[CH2:19][N:20]([C:29]([CH:28]=[CH:27][CH2:26][N:25]([CH3:24])[CH:32]([CH3:33])[CH3:34])=[O:30])[CH2:21][CH2:22]2)[cH:5][cH:6][c:7]1[Cl:8].